From a dataset of the Open Reaction Database (ORD), a public repository of structured organic reaction records. describe an organic reaction: reactants, conditions, products, and yield Reactants: CO, [Cl-], Cl, [Li+], COC(=O)c1c(N)ccnc1C(F)(F)F, [Na+], C1COCCO1, [OH-], O. Yields the product Nc1ccnc(C(F)(F)F)c1C(=O)O. Reaction SMILES: [CH3:22][OH:23].[Cl-:19].[ClH:18].[Li+:16].[NH2:1][c:2]1[cH:3][cH:4][n:5][c:6]([C:12]([F:13])([F:14])[F:15])[c:7]1[C:8](=[O:9])[O:10][CH3:11].[Na+:20].[O:24]1[CH2:25][CH2:26][O:27][CH2:28][CH2:29]1.[OH-:17].[OH2:21]>>[NH2:1][c:2]1[cH:3][cH:4][n:5][c:6]([C:12]([F:13])([F:14])[F:15])[c:7]1[C:8](=[O:9])[OH:10]. The reactants are Cc1csc(Nc2cc(Oc3c(F)cccc3F)c(Br)cn2)n1, C1CCOC1, CN(C)C=O, [Li]C, [Li]CCCC, O. Yields the product Cc1csc(Nc2cc(Oc3c(F)cccc3F)c(C=O)cn2)n1. As a reaction SMILES: [Br:1][c:2]1[c:3]([O:15][c:16]2[c:17]([F:23])[cH:18][cH:19][cH:20][c:21]2[F:22])[cH:4][c:5]([NH:8][c:9]2[s:10][cH:11][c:12]([CH3:14])[n:13]2)[n:6][cH:7]1.[CH2:37]1[O:38][CH2:39][CH2:40][CH2:41]1.[CH3:31][N:32]([CH:33]=[O:34])[CH3:35].[Li:24][CH3:25].[Li:26][CH2:27][CH2:28][CH2:29][CH3:30].[OH2:36]>>[c:2]1([CH:33]=[O:34])[c:3]([O:15][c:16]2[c:17]([F:23])[cH:18][cH:19][cH:20][c:21]2[F:22])[cH:4][c:5]([NH:8][c:9]2[s:10][cH:11][c:12]([CH3:14])[n:13]2)[n:6][cH:7]1. Starting materials: NC1=C(C=CC(=C1)F)S(=O)(=O)N (2-amino-4-fluorobenzenesulfonamide), C(C)(C)N=C=S (isopropyl isothiocyanate). Solvent: C(C)(=O)OCC (ethyl acetate). Run at temperature 140 celsius. Yields the product FC=1C=CC2=C(NC(=NS2(=O)=O)NC(C)C)C1 (6-Fluoro-3-isopropylamino-4H-1,2,4-benzothiadiazine 1,1-dioxide). The yield is 13.8%. As a reaction SMILES: [NH2:1][C:2]1[CH:7]=[C:6]([F:8])[CH:5]=[CH:4][C:3]=1[S:9]([NH2:12])(=[O:11])=[O:10].[CH:13]([N:16]=[C:17]=S)([CH3:15])[CH3:14]>C(OCC)(=O)C>[F:8][C:6]1[CH:5]=[CH:4][C:3]2[S:9](=[O:11])(=[O:10])[N:12]=[C:17]([NH:16][CH:13]([CH3:15])[CH3:14])[NH:1][C:2]=2[CH:7]=1. Procedure details: A mixture of 2-amino-4-fluorobenzenesulfonamide (1.9 g, 10 mmol) and isopropyl isothiocyanate (6.4 ml, 60 mmol) was heated at 140° C. for 2.5 h. The mixture was cooled to room temperature and stirred with 50 ml of ethyl acetate for 20 min. The precipitate was isolated by filtration and washed with ethyl acetate to give 355 mg (14%) of the title compound; m.p. 266-269° C.; 1H-NMR (DMSO-d6): δ 1.18 (d, 6H, CH(CH3)2), 3.91 (m, 1H, CH(CH3)2), 7.00-7.13 (m, 2H, ArH), 7.16 (br.s, 1H, NH), 7.73 (dd, 1H... Starting materials: C(C)(C)(C)C1=CC=C(C=C1)C1=CC(=NO1)C(=O)OCC (ethyl 5-(4-tert-butylphenyl)isoxazole-3-carboxylate), ClN1C(CCC1=O)=O (N-chlorosuccinimide). Solvent: C(C)(=O)O (acetic acid). The product is C(C)(C)(C)C1=CC=C(C=C1)C1=C(C(=NO1)C(=O)OCC)Cl (ethyl 5-(4-tert-butylphenyl)-4-chloroisoxazole-3-carboxylate). Isolated yield 35.9%. Reaction SMILES: [C:1]([C:5]1[CH:10]=[CH:9][C:8]([C:11]2[O:15][N:14]=[C:13]([C:16]([O:18][CH2:19][CH3:20])=[O:17])[CH:12]=2)=[CH:7][CH:6]=1)([CH3:4])([CH3:3])[CH3:2].[Cl:21]N1C(=O)CCC1=O>C(O)(=O)C>[C:1]([C:5]1[CH:6]=[CH:7][C:8]([C:11]2[O:15][N:14]=[C:13]([C:16]([O:18][CH2:19][CH3:20])=[O:17])[C:12]=2[Cl:21])=[CH:9][CH:10]=1)([CH3:4])([CH3:2])[CH3:3]. Procedure details: A mixture of ethyl 5-(4-tert-butylphenyl)isoxazole-3-carboxylate (2.0 g, 7.32 mmol) and N-chlorosuccinimide (2.44 g, 18.3 mmol) in acetic acid (50 mL) was heated to reflux for 3 days. The reaction mixture was then allowed to cool to room temperature, poured over ice and the resulting white solid was collected, dissolved in ethyl acetate and the organics washed with water, brine and dried with sodium sulphate before being filtered, and evaporated in vacuo. The resultant residue was re-dissolved i... The reactants are CCN(CC)S(F)(F)F, CCOC(C)=O, [Na+], O=C([O-])O, O=C1c2ccccc2OCC2CC(O)CN12. Product: O=C1c2ccccc2OCC2CC(F)CN12. As a reaction SMILES: [CH2:17]([N:18]([S:19]([F:20])([F:21])[F:23])[CH2:22][CH3:24])[CH3:25].[CH3:31][CH2:32][O:33][C:34](=[O:35])[CH3:36].[Na+:30].[O-:26][C:27]([OH:28])=[O:29].[OH:1][CH:2]1[CH2:3][CH:4]2[CH2:5][O:6][c:7]3[c:8]([cH:13][cH:14][cH:15][cH:16]3)[C:9](=[O:12])[N:10]2[CH2:11]1>>[CH:2]1([F:23])[CH2:3][CH:4]2[CH2:5][O:6][c:7]3[c:8]([cH:13][cH:14][cH:15][cH:16]3)[C:9](=[O:12])[N:10]2[CH2:11]1. Reactants: CC1=C(C=CC(=C1)S[C@H](CCCC)C1=CC=C(C=C1)C1=CC=C(C=C1)C(F)(F)F)OCC(=O)OCC (ethyl {[2-methyl-4-({(1R)-1-[4′-(trifluoromethyl)-4-biphenylyl]pentyl}thio)phenyl]oxy}acetate), [OH-].[Na+] (NaOH), Cl (HCl). Solvent: C1CCOC1 (THF), CO (MeOH). Run at time 1.5 hour. The product is CC1=C(C=CC(=C1)S[C@H](CCCC)C1=CC=C(C=C1)C1=CC=C(C=C1)C(F)(F)F)OCC(=O)O ({[2-Methyl-4-({(1R)-1-[4′-(trifluoromethyl)-4-biphenylyl]pentyl}thio)phenyl]oxy}acetic acid). The yield is 92.1%. RXN SMILES: [CH3:1][C:2]1[CH:7]=[C:6]([S:8][C@@H:9]([C:14]2[CH:19]=[CH:18][C:17]([C:20]3[CH:25]=[CH:24][C:23]([C:26]([F:29])([F:28])[F:27])=[CH:22][CH:21]=3)=[CH:16][CH:15]=2)[CH2:10][CH2:11][CH2:12][CH3:13])[CH:5]=[CH:4][C:3]=1[O:30][CH2:31][C:32]([O:34]CC)=[O:33].[OH-].[Na+].Cl>C1COCC1.CO>[CH3:1][C:2]1[CH:7]=[C:6]([S:8][C@@H:9]([C:14]2[CH:15]=[CH:16][C:17]([C:20]3[CH:25]=[CH:24][C:23]([C:26]([F:29])([F:27])[F:28])=[CH:22][CH:21]=3)=[CH:18][CH:19]=2)[CH2:10][CH2:11][CH2:12][CH3:13])[CH:5]=[CH:4][C:3]=1[O:30][CH2:31][C:32]([OH:34])=[O:33] |f:1.2|. Procedure details: To a solution of ethyl {[2-methyl-4-({(1R)-1-[4′-(trifluoromethyl)-4-biphenylyl]pentyl}thio)phenyl]oxy}acetate (10 mg, 0.02 mmol) in THF (1 mL) and MeOH (1 mL) was added aqueous NaOH (2M, 1 mL) and the resulting mixture agitated for 1.5 hours at rt. The mixture was then reduced under vacuum, acidified with aqueous HCl (2M), extracted with DCM (2 mL) and reduced to afford the title compound as colourless oil (9 mg). The reactants are O=C([O-])[O-], COC(=O)c1ccc(Cl)c([N+](=O)[O-])c1, COc1ccc(F)c(B(O)O)c1, [K+], [K+], CN(C)C=O, c1ccc(P(c2ccccc2)(c2ccccc2)[Pd](P(c2ccccc2)(c2ccccc2)c2ccccc2)(P(c2ccccc2)(c2ccccc2)c2ccccc2)P(c2ccccc2)(c2ccccc2)c2ccccc2)cc1. Yields the product COC(=O)c1ccc(-c2cc(OC)ccc2F)c([N+](=O)[O-])c1. Reaction SMILES: [C:32](=[O:33])([O-:34])[O-:35].[Cl:1][c:2]1[c:3]([N+:12](=[O:13])[O-:14])[cH:4][c:5]([C:6](=[O:7])[O:8][CH3:9])[cH:10][cH:11]1.[F:20][c:21]1[c:22]([B:29]([OH:30])[OH:31])[cH:23][c:24]([O:27][CH3:28])[cH:25][cH:26]1.[K+:36].[K+:37].[O:15]=[CH:16][N:17]([CH3:18])[CH3:19].[cH:38]1[cH:39][cH:40][c:41]([P:42]([Pd:43]([P:44]([c:45]2[cH:46][cH:47][cH:48][cH:49][cH:50]2)([c:51]2[cH:52][cH:53][cH:54][cH:55][cH:56]2)[c:57]2[cH:58][cH:59][cH:60][cH:61][cH:62]2)([P:63]([c:64]2[cH:65][cH:66][cH:67][cH:68][cH:69]2)([c:70]2[cH:71][cH:72][cH:73][cH:74][cH:75]2)[c:76]2[cH:77][cH:78][cH:79][cH:80][cH:81]2)[P:82]([c:83]2[cH:84][cH:85][cH:86][cH:87][cH:88]2)([c:89]2[cH:90][cH:91][cH:92][cH:93][cH:94]2)[c:95]2[cH:96][cH:97][cH:98][cH:99][cH:100]2)([c:101]2[cH:102][cH:103][cH:104][cH:105][cH:106]2)[c:107]2[cH:108][cH:109][cH:110][cH:111][cH:112]2)[cH:113][cH:114]1>>[c:2]1(-[c:22]2[c:21]([F:20])[cH:26][cH:25][c:24]([O:27][CH3:28])[cH:23]2)[c:3]([N+:12](=[O:13])[O-:14])[cH:4][c:5]([C:6](=[O:7])[O:8][CH3:9])[cH:10][cH:11]1. Reactants: O (water), C(C)(=O)OCC (ethyl acetate), O=C1N(C(C2=CC=CC=C12)=O)CCCC#CC=1C(=NC(=NC1)NC1=CC=C(C#N)C=C1)NCCCO (4-((5-(5-(1,3-dioxoisoindolin-2-yl)-1-pentyn-1-yl)-4-((3-hydroxypropyl)amino)pyrimidin-2-yl)amino)benzonitrile). Solvent: C(Cl)Cl (methylene chloride), COCCN(CCOC)S(F)(F)F (bis(2-methoxyethyl)aminosulfur trifluoride). Run at time 1 hour. Product: N1(CCC1)C1=NC(=NC=C1C#CCCCN1C(C2=CC=CC=C2C1=O)=O)NC1=CC=C(C#N)C=C1 (4-((4-(azetidin-1-yl)-5-(5-(1,3-dioxoisoindolin-2-yl)-1-pentyn-1-yl)pyrimidin-2-yl)amino)benzonitrile). Yield: 97.8%. RXN SMILES: [O:1]=[C:2]1[C:10]2[C:5](=[CH:6][CH:7]=[CH:8][CH:9]=2)[C:4](=[O:11])[N:3]1[CH2:12][CH2:13][CH2:14][C:15]#[C:16][C:17]1[C:18]([NH:32][CH2:33][CH2:34][CH2:35]O)=[N:19][C:20]([NH:23][C:24]2[CH:31]=[CH:30][C:27]([C:28]#[N:29])=[CH:26][CH:25]=2)=[N:21][CH:22]=1.O.C(OCC)(=O)C>C(Cl)Cl.COCCN(S(F)(F)F)CCOC>[N:32]1([C:18]2[C:17]([C:16]#[C:15][CH2:14][CH2:13][CH2:12][N:3]3[C:4](=[O:11])[C:5]4[C:10](=[CH:9][CH:8]=[CH:7][CH:6]=4)[C:2]3=[O:1])=[CH:22][N:21]=[C:20]([NH:23][C:24]3[CH:31]=[CH:30][C:27]([C:28]#[N:29])=[CH:26][CH:25]=3)[N:19]=2)[CH2:33][CH2:34][CH2:35]1. Procedure details: To a suspension of 4-((5-(5-(1,3-dioxoisoindolin-2-yl)-1-pentyn-1-yl)-4-((3-hydroxypropyl)amino)pyrimidin-2-yl)amino)benzonitrile (J15, 51 mg) in methylene chloride (1 mL), bis(2-methoxyethyl)aminosulfur trifluoride (188 μL) was added under ice cooling, and the mixture was stirred at the same temperature for 1 hour. To the reaction mixture, water and ethyl acetate were added. The solid matter was taken by filtration, washed successively with water and ethyl acetate, and then dried under reduced ... Starting materials: O=C1N(C(C2=CC=CC=C12)=O)CC(=O)O (1,3-dihydro-1,3-dioxo-2H-isoindole-2-acetic acid), S(=O)(Cl)Cl (thionyl chloride). Yields the product C1=CC=C2C(=C1)C(=O)N(C2=O)CC(=O)Cl (1,3-dihydro-1,3-dioxo-2H-isoindole-2-acetyl chloride). RXN SMILES: [O:1]=[C:2]1[C:10]2[C:5](=[CH:6][CH:7]=[CH:8][CH:9]=2)[C:4](=[O:11])[N:3]1[CH2:12][C:13]([OH:15])=O.S(Cl)([Cl:18])=O>>[CH:8]1[CH:9]=[C:10]2[C:2]([N:3]([CH2:12][C:13]([Cl:18])=[O:15])[C:4](=[O:11])[C:5]2=[CH:6][CH:7]=1)=[O:1]. Reported procedure: A solution of 1,3-dihydro-1,3-dioxo-2H-isoindole-2-acetic acid (7.00 g) and thionyl chloride (12 mL) was stirred at reflux under nitrogen for one hour. The thionyl chloride was distilled from the reaction, and the resulting crude product was further purified by distillation via a kugelrohr apparatus (BUCHI, Flawil, Switzerland). [Bp: 160°-180° C. (oven temperature) at 10 mm Hg.]The yield of the title compound was 6.88 grams (90.2%). The structure of the title compound, and of all of the compound...